From a dataset of the Open Reaction Database (ORD), a public repository of structured organic reaction records. describe an organic reaction: reactants, conditions, products, and yield Reactants: Cl.N12C[C@@H](C(CC1)CC2)NC(=O)C=2SC1=C(C2)C=CC(=C1)Br (N-[(3R)-1-Azabicyclo[2.2.2]oct-3-yl]-6-bromo-1-benzothiophene-2-carboxamide hydrochloride), C(=O)C=1C=C(C=CC1)B(O)O (3-formylphenylboronic acid), C([O-])([O-])=O.[Na+].[Na+] (sodium carbonate). The reagents and catalysts are C1=CC=C(C=C1)P([C-]2C=CC=C2)C3=CC=CC=C3.C1=CC=C(C=C1)P([C-]2C=CC=C2)C3=CC=CC=C3.Cl[Pd]Cl.[Fe+2] (PdCl2(dppf)). Solvent: CN(C)C=O (DMF). Reaction conditions: temperature 80 celsius, time 18 hour. The product is Cl.N12C[C@@H](C(CC1)CC2)NC(=O)C=2SC1=C(C2)C=CC(=C1)C1=CC(=CC=C1)C=O (N-[(3R)-1-Azabicyclo[2.2.2]oct-3-yl]-6-(3-formylphenyl)-1-benzothiophene-2-carboxamide hydrochloride). Reaction SMILES: [ClH:1].[N:2]12[CH2:9][CH2:8][CH:5]([CH2:6][CH2:7]1)[C@@H:4]([NH:10][C:11]([C:13]1[S:14][C:15]3[CH:21]=[C:20](Br)[CH:19]=[CH:18][C:16]=3[CH:17]=1)=[O:12])[CH2:3]2.[CH:23]([C:25]1[CH:26]=[C:27](B(O)O)[CH:28]=[CH:29][CH:30]=1)=[O:24].C(=O)([O-])[O-].[Na+].[Na+]>C1C=CC(P(C2C=CC=CC=2)[C-]2C=CC=C2)=CC=1.C1C=CC(P(C2C=CC=CC=2)[C-]2C=CC=C2)=CC=1.Cl[Pd]Cl.[Fe+2].CN(C=O)C>[ClH:1].[N:2]12[CH2:9][CH2:8][CH:5]([CH2:6][CH2:7]1)[C@@H:4]([NH:10][C:11]([C:13]1[S:14][C:15]3[CH:21]=[C:20]([C:29]4[CH:28]=[CH:27][CH:26]=[C:25]([CH:23]=[O:24])[CH:30]=4)[CH:19]=[CH:18][C:16]=3[CH:17]=1)=[O:12])[CH2:3]2 |f:0.1,3.4.5,6.7.8.9,11.12|. Procedure: 200 mg (0.50 mmol) of N-[(3R)-1-azabicyclo[2.2.2]oct-3-yl]-6-bromo-1-benzothiophene-2-carboxamide hydrochloride (Example 11A) and 74.6 mg (0.50 mmol) of 3-formylphenylboronic acid are introduced into 1 ml of DMF. Addition of 0.75 ml of 2 M sodium carbonate solution and 20.3 mg (0.02 mmol) of PdCl2(dppf) is followed by heating to 80° C. After 18 h, the reaction mixture is filtered through kieselguhr and purified by preparative HPLC. The product fractions are concentrated, mixed with a 5:1 mixture... The reactants are O, N#CC(O)C1CCC2CC21, O=S(Cl)Cl, c1ccncc1. Yields the product N#CC=C1CCC2CC12. As a reaction SMILES: [OH2:21].[OH:1][CH:2]([C:3]#[N:4])[CH:5]1[CH:6]2[CH2:7][CH:8]2[CH2:9][CH2:10]1.[S:17]([Cl:18])([Cl:19])=[O:20].[cH:11]1[cH:12][cH:13][n:14][cH:15][cH:16]1>>[CH:2]([C:3]#[N:4])=[C:5]1[CH:6]2[CH2:7][CH:8]2[CH2:9][CH2:10]1. Reactants: C1(=CC=CC=C1)[C@@H](C)NC(=O)N1CC(CC(C1)C1=CC=CC=C1)C(=O)OC (Methyl 1-(((R)-1-phenylethyl)carbamoyl)-5-phenylpiperidine-3-carboxylate), [Li+].[OH-] (LiOH). The solvent is C1CCOC1.CO (THF MeOH). Conditions: time 2 hour. Product: C1(=CC=CC=C1)[C@@H](C)NC(=O)N1CC(CC(C1)C1=CC=CC=C1)C(=O)O (1-(((R)-1-phenylethyl)carbamoyl)-5-phenylpiperidine-3-carboxylic acid). Reaction SMILES: [C:1]1([C@H:7]([NH:9][C:10]([N:12]2[CH2:17][CH:16]([C:18]3[CH:23]=[CH:22][CH:21]=[CH:20][CH:19]=3)[CH2:15][CH:14]([C:24]([O:26]C)=[O:25])[CH2:13]2)=[O:11])[CH3:8])[CH:6]=[CH:5][CH:4]=[CH:3][CH:2]=1.[Li+].[OH-]>C1COCC1.CO>[C:1]1([C@H:7]([NH:9][C:10]([N:12]2[CH2:17][CH:16]([C:18]3[CH:19]=[CH:20][CH:21]=[CH:22][CH:23]=3)[CH2:15][CH:14]([C:24]([OH:26])=[O:25])[CH2:13]2)=[O:11])[CH3:8])[CH:2]=[CH:3][CH:4]=[CH:5][CH:6]=1 |f:1.2,3.4|. Procedure: To a 150 mL RBF was added the mixture from step 1 (150 mg), THF:MeOH (3:1, 15 mL), and LiOH, 1M (1.00 ml, 1.0 mmol) and the mixture was stirred at RT. After 2 hours, the reaction was neutralized and extracted with EtOAc (3×20 mL). The combined organic layers were concentrated in vacuo to give a white solid. The material was carried forward without further purification. The reactants are C(C)(=O)OCC (Ethyl acetate), [H-].[Na+] (sodium hydride), FC(CO)(F)F (2,2,2-trifluoroethanol), BrC1=CC(=CC2=C1N=C(N=[N+]2[O-])Cl)C (5-bromo-3-chloro-7-methyl-1,2,4-benzotriazine-1-oxide). The solvent is O (water), O1CCCC1 (tetrahydrofuran). Run at time 2 hour. The product is BrC1=CC(=CC2=C1N=C(N=[N+]2[O-])OCC(F)(F)F)C (5-bromo-7-methyl-3-(2,2,2-trifluoroethoxy) -1,2,4-benzotriazine-1-oxide). As a reaction SMILES: [H-].[Na+].[F:3][C:4]([F:8])([F:7])[CH2:5][OH:6].[Br:9][C:10]1[C:15]2[N:16]=[C:17](Cl)[N:18]=[N+:19]([O-:20])[C:14]=2[CH:13]=[C:12]([CH3:22])[CH:11]=1.C(OCC)(=O)C>O1CCCC1.O>[Br:9][C:10]1[C:15]2[N:16]=[C:17]([O:6][CH2:5][C:4]([F:8])([F:7])[F:3])[N:18]=[N+:19]([O-:20])[C:14]=2[CH:13]=[C:12]([CH3:22])[CH:11]=1 |f:0.1|. Reported procedure: To 0.5 g of 60% sodium hydride stirring in 30 ml of tetrahydrofuran, 3.0 mlof 2,2,2-trifluoroethanol was added dropwise at ambient temperature. A solution resulted and 2.0 g (7.29 mmol) of the above 5-bromo-3-chloro-7-methyl-1,2,4-benzotriazine-1-oxide was added and at ambient temperature and the mixture stirred 2 h. Ethyl acetate (200 ml) and excess water were added and the separated organic extract washed with water, brine, and dried over magnesium sulfate. The solvent was removed invacuo, hex... Reaction SMILES: [CH3:1][C:2]1[CH:7]=[C:6]([NH:8][C:9]([C:22]2[CH:27]=[CH:26][CH:25]=[CH:24][CH:23]=2)([C:16]2[CH:21]=[CH:20][CH:19]=[CH:18][CH:17]=2)[C:10]2[CH:15]=[CH:14][CH:13]=[CH:12][CH:11]=2)[N:5]=[C:4]([CH2:28][CH2:29][C:30]([OH:32])=O)[CH:3]=1.[NH2:33][C:34]1[C:39]([NH2:40])=[CH:38][C:37]([C:41]2[CH:46]=[CH:45][C:44]([Cl:47])=[CH:43][CH:42]=2)=[CH:36][N:35]=1.C(N(C(C)C)CC)(C)C>N1C=CC=CC=1>[NH2:33][C:34]1[C:39]([NH:40][C:30](=[O:32])[CH2:29][CH2:28][C:4]2[CH:3]=[C:2]([CH3:1])[CH:7]=[C:6]([NH:8][C:9]([C:10]3[CH:15]=[CH:14][CH:13]=[CH:12][CH:11]=3)([C:22]3[CH:23]=[CH:24][CH:25]=[CH:26][CH:27]=3)[C:16]3[CH:21]=[CH:20][CH:19]=[CH:18][CH:17]=3)[N:5]=2)=[CH:38][C:37]([C:41]2[CH:42]=[CH:43][C:44]([Cl:47])=[CH:45][CH:46]=2)=[CH:36][N:35]=1. The solvent is N1=CC=CC=C1 (pyridine). Product: NC1=NC=C(C=C1NC(CCC1=NC(=CC(=C1)C)NC(C1=CC=CC=C1)(C1=CC=CC=C1)C1=CC=CC=C1)=O)C1=CC=C(C=C1)Cl (N-[2-Amino-5-(4-chloro-phenyl)-pyridin-3-yl]-3-[4-methyl-6-(trityl-amino)-pyridin-2-yl]-propionamide). Yield: 91.4%. Conditions: temperature 40 celsius. Starting materials: O-[(ethoxycarbonyl)canomethylene-amino]—N,N,N′,N′-tetramethyl-uronium tetrafluoroborate, C(C)(C)N(CC)C(C)C (diisopropylethyl amine), CC1=CC(=NC(=C1)NC(C1=CC=CC=C1)(C1=CC=CC=C1)C1=CC=CC=C1)CCC(=O)O (3-[4-methyl-6-(trityl-amino)-pyridin-2-yl]-propionic acid), CC1=CC(=NC(=C1)NC(C1=CC=CC=C1)(C1=CC=CC=C1)C1=CC=CC=C1)CCC(=O)O (3-[4-methyl-6-(trityl-amino)-pyridin-2-yl]-propionic acid), NC1=NC=C(C=C1N)C1=CC=C(C=C1)Cl (2,3-diamino-5-(4-chloro-phenyl)-pyridine), NC1=NC=C(C=C1N)C1=CC=C(C=C1)Cl (2,3-diamino-5-(4-chloro-phenyl)-pyridine). Procedure details: 300 mg of 3-[4-methyl-6-(trityl-amino)-pyridin-2-yl]-propionic acid (compound C4) and 156 mg of 2,3-diamino-5-(4-chloro-phenyl)-pyridine (compound F4) are dissolved in 13 ml of pyridine and sequentially treated with 280 mg of O-[(ethoxycarbonyl)canomethylene-amino]—N,N,N′,N′-tetramethyl-uronium tetrafluoroborate and 153 μl of diisopropylethyl amine. The reaction mixture is warmed to 40° C. for 120 h. Purification of the crude product by chromatography on silica gel (eluent: dichloromethane/metha...